This data is from the Open Reaction Database (ORD), a public repository of structured organic reaction records. The task is: describe an organic reaction: reactants, conditions, products, and yield Reactants: CC=1SC2=C(N1)C=CC=C2C(=O)OC (methyl 2-methyl-1,3-benzothiazole-7-carboxylate), [H-].[Al+3].[Li+].[H-].[H-].[H-] (lithium aluminum hydride). Solvent: C(C)(=O)OCC (ethyl acetate), O (water), [OH-].[Na+] (sodium hydroxide), Cl (hydrochloric acid), O1CCCC1 (tetrahydrofuran). Reaction conditions: time 1 hour. Yields the product CC=1SC2=C(N1)C=CC=C2CO ((2-methyl-1,3-benzothiazol-7-yl)methanol). Isolated yield 92.0%. As a reaction SMILES: [CH3:1][C:2]1[S:3][C:4]2[C:10]([C:11](OC)=[O:12])=[CH:9][CH:8]=[CH:7][C:5]=2[N:6]=1.[H-].[Al+3].[Li+].[H-].[H-].[H-]>O1CCCC1.C(OCC)(=O)C.O.[OH-].[Na+].Cl>[CH3:1][C:2]1[S:3][C:4]2[C:10]([CH2:11][OH:12])=[CH:9][CH:8]=[CH:7][C:5]=2[N:6]=1 |f:1.2.3.4.5.6,10.11|. Procedure: Under nitrogen atmosphere, to a solution of methyl 2-methyl-1,3-benzothiazole-7-carboxylate (6.00 g, 29.0 mmol) in tetrahydrofuran (150 mL) was added lithium aluminum hydride (1.18 g, 34.7 mmol) at 0° C., and the mixture was stirred at room temperature for 1 hr. The reaction mixture was diluted with ethyl acetate and water, 1 M aqueous sodium hydroxide solution (10 mL) and 2 M hydrochloric acid (10 mL) were added, and the mixture was extracted with ethyl acetate. The extract was washed with satu... Reactants: CN1CCN(c2ccc(C(=O)Cl)cc2)CC1, CCN(C(C)C)C(C)C, ClC(Cl)Cl, Nc1nccc(-c2cccnc2Cl)n1. Yields the product CN1CCN(c2ccc(C(=O)Nc3nccc(-c4cccnc4Cl)n3)cc2)CC1. Reaction SMILES: [CH3:15][N:16]1[CH2:17][CH2:18][N:19]([c:22]2[cH:23][cH:24][c:25]([C:26](=[O:27])[Cl:28])[cH:29][cH:30]2)[CH2:20][CH2:21]1.[CH:31]([N:32]([CH2:33][CH3:34])[CH:35]([CH3:36])[CH3:37])([CH3:38])[CH3:39].[CH:40]([Cl:41])([Cl:42])[Cl:43].[Cl:1][c:2]1[n:3][cH:4][cH:5][cH:6][c:7]1-[c:8]1[n:9][c:10]([NH2:14])[n:11][cH:12][cH:13]1>>[Cl:1][c:2]1[n:3][cH:4][cH:5][cH:6][c:7]1-[c:8]1[n:9][c:10]([NH:14][C:26]([c:25]2[cH:24][cH:23][c:22]([N:19]3[CH2:18][CH2:17][N:16]([CH3:15])[CH2:21][CH2:20]3)[cH:30][cH:29]2)=[O:27])[n:11][cH:12][cH:13]1. Starting materials: C1N(CC2C1CNC2)C2=NC1=CC=CC=C1N=C2 (2-(hexahydro-pyrrolo[3,4-c]pyrrol-2-yl)-quinoxaline), FC=1C=CC(=C(C(=O)O)C1)C1=NC=CC=N1 (5-Fluoro-2-pyrimidin-2-yl-benzoic acid). Yields the product FC=1C=CC(=C(C1)C(=O)N1CC2C(C1)CN(C2)C2=NC1=CC=CC=C1N=C2)C2=NC=CC=N2 (2-{5-[(5-Fluoro-2-pyrimidin-2-ylphenyl)carbonyl]hexahydropyrrolo[3,4-c]pyrrol-2(1H)-yl}quinoxaline). Reaction SMILES: [CH2:1]1[CH:5]2[CH2:6][NH:7][CH2:8][CH:4]2[CH2:3][N:2]1[C:9]1[CH:18]=[N:17][C:16]2[C:11](=[CH:12][CH:13]=[CH:14][CH:15]=2)[N:10]=1.[F:19][C:20]1[CH:21]=[CH:22][C:23]([C:29]2[N:34]=[CH:33][CH:32]=[CH:31][N:30]=2)=[C:24]([CH:28]=1)[C:25](O)=[O:26]>>[F:19][C:20]1[CH:21]=[CH:22][C:23]([C:29]2[N:30]=[CH:31][CH:32]=[CH:33][N:34]=2)=[C:24]([C:25]([N:7]2[CH2:6][CH:5]3[CH2:1][N:2]([C:9]4[CH:18]=[N:17][C:16]5[C:11](=[CH:12][CH:13]=[CH:14][CH:15]=5)[N:10]=4)[CH2:3][CH:4]3[CH2:8]2)=[O:26])[CH:28]=1. Procedure details: The title compound was prepared in a manner analogous to Example 15 utilizing Intermediate 35 and Intermediate 13. MS (ESI): mass calculated for C25H21FN6O, 440.48; m/z found 441.2 [M+H]+. 1H NMR (400 MHz, CDCl3): 8.71 (d, J=4.9, 2H), 8.37-8.30 (m, 2H), 7.92-7.88 (m, 1H), 7.72-7.69 (m, 1H), 7.63-7.57 (m, 1H), 7.43-7.37 (m, 1H), 7.23-7.17 (m, 1H), 7.11-7.05 (m, 2H), 4.03-3.93 (m, 2H), 3.87-3.70 (m, 3H), 3.67-3.56 (m, 2H), 3.26-3.03 (m, 3H). Reactants: ClCCl, Cl, CC(=O)Nc1nc(C(=O)Nc2ccc(CCOC(=O)NNC(=O)OC(C)(C)C)cc2)cs1, C1COCCO1. Product: Cl, CC(=O)Nc1nc(C(=O)Nc2ccc(CCOC(=O)NN)cc2)cs1. RXN SMILES: [Cl:40][CH2:41][Cl:42].[ClH:39].[NH:1]([NH:2][C:3]([O:4][C:5]([CH3:6])([CH3:7])[CH3:8])=[O:9])[C:10](=[O:11])[O:12][CH2:13][CH2:14][c:15]1[cH:16][cH:17][c:18]([NH:21][C:22](=[O:23])[c:24]2[n:25][c:26]([NH:29][C:30]([CH3:31])=[O:32])[s:27][cH:28]2)[cH:19][cH:20]1.[O:33]1[CH2:34][CH2:35][O:36][CH2:37][CH2:38]1>>[ClH:39].[NH:1]([NH2:2])[C:10](=[O:11])[O:12][CH2:13][CH2:14][c:15]1[cH:16][cH:17][c:18]([NH:21][C:22](=[O:23])[c:24]2[n:25][c:26]([NH:29][C:30]([CH3:31])=[O:32])[s:27][cH:28]2)[cH:19][cH:20]1. Reactants: CNC(=S)C1=CC2(CCOCC2)OC2=C1C=C(C=C2)[N+](=O)[O-] (N-methyl-6-nitrospiro[2H-1-benzopyran-2,4'-tetrahydropyran]-4-carbothioamide), [I-].ClC1=[N+](C=CC=C1)C (2-chloro-1-methylpyridinium iodide), Ice water, N#CN (cyanamide), [H-].[Na+] (sodium hydride). The solvent is O1CCCC1 (tetrahydrofuran), C(C)N(CC)CC (triethylamine). Product: C(#N)NC(=NC)C1=CC2(CCOCC2)OC2=C1C=C(C=C2)[N+](=O)[O-] (N-cyano-N'-methyl-6-nitrospiro[2H-1-benzopyran-2,4'-tetrahydropyran]-4-amidine). Isolated yield 6.8%. RXN SMILES: [CH3:1][NH:2][C:3]([C:5]1[C:15]2[CH:16]=[C:17]([N+:20]([O-:22])=[O:21])[CH:18]=[CH:19][C:14]=2[O:13][C:7]2([CH2:12][CH2:11][O:10][CH2:9][CH2:8]2)[CH:6]=1)=S.[I-].ClC1C=CC=C[N+]=1C.[N:32]#[C:33][NH2:34].[H-].[Na+]>O1CCCC1.C(N(CC)CC)C>[C:33]([NH:34][C:3]([C:5]1[C:15]2[CH:16]=[C:17]([N+:20]([O-:22])=[O:21])[CH:18]=[CH:19][C:14]=2[O:13][C:7]2([CH2:12][CH2:11][O:10][CH2:9][CH2:8]2)[CH:6]=1)=[N:2][CH3:1])#[N:32] |f:1.2,4.5|. Procedure details: A mixture of 200 mg of N-methyl-6-nitrospiro[2H-1-benzopyran-2,4'-tetrahydropyran]-4-carbothioamide, 192 mg of 2-chloro-1-methylpyridinium iodide, 209 μl of triethylamine and 5 ml of dried tetrahydrofuran was refluxed with heating for 2 hours and further cooled to room temperature. 42 mg of cyanamide and 30 mg of sodium hydride (60%) were added therein and the reaction mixture was refluxed with heating for 2 hours. Ice water was added therein and the resultant mixture was extracted with methylen... Starting materials: Nc1ccc(OC(F)(F)F)cc1Br, CN1CCCC1=O, N#C[Cu]C#N, N. Product: N#Cc1cc(OC(F)(F)F)ccc1N. As a reaction SMILES: [Br:1][c:2]1[c:3]([NH2:4])[cH:5][cH:6][c:7]([O:9][C:10]([F:11])([F:12])[F:13])[cH:8]1.[CH3:20][N:21]1[CH2:22][CH2:23][CH2:24][C:25]1=[O:26].[Cu:14]([C:15]#[N:16])[C:17]#[N:18].[NH3:19]>>[c:2]1([C:15]#[N:16])[c:3]([NH2:4])[cH:5][cH:6][c:7]([O:9][C:10]([F:11])([F:12])[F:13])[cH:8]1. The reactants are [N+](=O)([O-])C1=CC=C(COC(=O)N2[C@@H]3C(S[C@H](C2)C3)=O)C=C1 ((1S,4S)-5-p-nitrobenzyloxycarbonyl -2-thia-5-azabicyclo[2.2.1]heptan-3-one), CN1CCNCC1 (N-methylpiperazine). Run in C(Cl)Cl (methylene chloride). Reaction conditions: time 7 hour. The product is [N+](=O)([O-])C1=CC=C(COC(=O)N2[C@@H](C[C@@H](C2)S)C(=O)N2CCN(CC2)C)C=C1 (1-[(2S,4S)-1-p-nitrobenzyloxycarbonyl-4-mercapto-2-pyrrolidinecarbonyl]-4-methylpiperazine). RXN SMILES: [N+:1]([C:4]1[CH:21]=[CH:20][C:7]([CH2:8][O:9][C:10]([N:12]2[CH2:17][C@@H:16]3[CH2:18][C@H:13]2[C:14](=[O:19])[S:15]3)=[O:11])=[CH:6][CH:5]=1)([O-:3])=[O:2].[CH3:22][N:23]1[CH2:28][CH2:27][NH:26][CH2:25][CH2:24]1>C(Cl)Cl>[N+:1]([C:4]1[CH:21]=[CH:20][C:7]([CH2:8][O:9][C:10]([N:12]2[CH2:17][C@@H:16]([SH:15])[CH2:18][C@H:13]2[C:14]([N:26]2[CH2:27][CH2:28][N:23]([CH3:22])[CH2:24][CH2:25]2)=[O:19])=[O:11])=[CH:6][CH:5]=1)([O-:3])=[O:2]. Reported procedure: To a solution of (1S,4S)-5-p-nitrobenzyloxycarbonyl -2-thia-5-azabicyclo[2.2.1]heptan-3-one (308 mg) in methylene chloride (2.0 g) was added N-methylpiperazine (105 mg). The mixture was stirred for 7 hours at room temperatures. After the reaction was over, the solvent was distilled to give solid 1-[(2S,4S)-1-p-nitrobenzyloxycarbonyl-4-mercapto-2-pyrrolidinecarbonyl]-4-methylpiperazine. Starting materials: N1=CC(=CC=C1)CCCN1C(C2=CC(=C(C=C2CC1)OC)OC)=O (2-[3-(pyrid-3-yl)-propyl]-6,7-dimethoxy-1-oxo-1,2,3,4-tetrahydro-isoquinoline), ClCCCC1=CC=NC=C1 (4-(3-chloropropyl)-pyridine). Yields the product O.O.Cl.Cl.N1=CC=C(C=C1)CCCN1CC(CCC1)CCCN1C(C2=CC(=C(C=C2CC1)OC)OC)=O (2-[3-(N-(3-(Pyrid-4-yl)-propyl)-piperidin-3-yl)-propyl)-6,7-dimethoxy-1-oxo-1,2,3,4-tetrahydro-isoquinoline-dihydrochloride-dihydrate). Reaction SMILES: [N:1]1[CH:6]=[CH:5][CH:4]=[C:3]([CH2:7][CH2:8][CH2:9][N:10]2[CH2:19][CH2:18][C:17]3[C:12](=[CH:13][C:14]([O:22][CH3:23])=[C:15]([O:20][CH3:21])[CH:16]=3)[C:11]2=[O:24])[CH:2]=1.[Cl:25][CH2:26][CH2:27][CH2:28][C:29]1[CH:34]=[CH:33][N:32]=[CH:31][CH:30]=1>>[OH2:20].[OH2:20].[ClH:25].[ClH:25].[N:32]1[CH:33]=[CH:34][C:29]([CH2:28][CH2:27][CH2:26][N:1]2[CH2:6][CH2:5][CH2:4][CH:3]([CH2:7][CH2:8][CH2:9][N:10]3[CH2:19][CH2:18][C:17]4[C:12](=[CH:13][C:14]([O:22][CH3:23])=[C:15]([O:20][CH3:21])[CH:16]=4)[C:11]3=[O:24])[CH2:2]2)=[CH:30][CH:31]=1 |f:2.3.4.5.6|. Reported procedure: Prepared from 2-[3-(pyrid-3-yl)-propyl]-6,7-dimethoxy-1-oxo-1,2,3,4-tetrahydro-isoquinoline and 4-(3-chloropropyl)-pyridine analogously to Example 1. Starting materials: FC1=C(C=C(C=C1)OC)C=1N=C2C(=NC1)NC=1CCCCC12 (2-(2-Fluoro-5-methoxyphenyl)-6,7,8,9-tetrahydro-indolo[2,3-b]pyrazine), C1=CCCCC1 (cyclohexene), ethyl acetate hexanes. Reagents/catalysts: [Pd] (Pd). Run in C1(=CC(=CC(=C1)C)C)C (mesitylene). Run at temperature 200 celsius. Product: FC1=C(C=C(C=C1)OC)C=1N=C2C(=NC1)NC=1C=CC=CC12 (2-(2-Fluoro-5-methoxyphenyl)-5H-indolo[2,3-b]pyrazine). RXN SMILES: [F:1][C:2]1[CH:7]=[CH:6][C:5]([O:8][CH3:9])=[CH:4][C:3]=1[C:10]1[N:11]=[C:12]2[C:22]3[CH2:21][CH2:20][CH2:19][CH2:18][C:17]=3[NH:16][C:13]2=[N:14][CH:15]=1.C1CCCCC=1>[Pd].C1(C)C=C(C)C=C(C)C=1>[F:1][C:2]1[CH:7]=[CH:6][C:5]([O:8][CH3:9])=[CH:4][C:3]=1[C:10]1[N:11]=[C:12]2[C:22]3[CH:21]=[CH:20][CH:19]=[CH:18][C:17]=3[NH:16][C:13]2=[N:14][CH:15]=1. Reported procedure: A sealed tube containing 2-(2-Fluoro-5-methoxyphenyl)-6,7,8,9-tetrahydro-indolo[2,3-b]pyrazine (46 mg, 0.155 mmol), cyclohexene (10 equiv., 0.157 mL, 1.55 mmol), Pd black (35 mg) and mesitylene (10 mL) was heated to 200° C. in an oil bath and the contents stirred via a magnetic stir bar. The progress of the reaction was monitored by intermittently opening the cooled tube and taking out an aliquot for TLC analysis (30% ethyl acetate/hexanes eluent; the aromatized product has a slightly larger Rf ...